Dataset: the Open Reaction Database (ORD), a public repository of structured organic reaction records. Task: describe an organic reaction: reactants, conditions, products, and yield Reaction SMILES: N[C@H:2]([C:10]([OH:12])=[O:11])[CH2:3][CH2:4][CH2:5]NC(=N)N.N[C@H:14]([C:20](O)=[O:21])CCCCN>>[C:10]([OH:12])(=[O:11])[C:2]1[C:20](=[CH:14][CH:5]=[CH:4][CH:3]=1)[OH:21]. Procedure details: To characterize MS59 further its amino acid sequence was partially determined. Therefore, MS59 was separated in the presence of 0.1 mM thioglycolate in the upper reservoir buffer and SDS on a 12.5% polyacrylamide gel, which was prerun for 2 hours at 50 V with 0.05 mM glutathione in the upper reservoir buffer. The gel was stained with 5% (w/v) Serva Blue G in 45% (v/v) methanol and 10% acetic acid for 30 minutes and destained in 20% (v/v) acetic acid for 30 minutes and the 59 kDa band was cut out... The reactants are amino acid, N[C@@H](CCCCN)C(=O)O (lysine), amino acid, N[C@@H](CCCNC(N)=N)C(=O)O (arginine). Reaction conditions: time 2 hour. Product: C(C=1C(O)=CC=CC1)(=O)O (Salicylic Acid). The reactants are ICC(=O)N (2-Iodoacetamide), O[C@H](C)[C@@H]1[C@@H]2N(C(=C([C@@H]2C)C2=CN3C(S2)=C(N=C3)SC3=NC=CC=C3)C(=O)OCC3=CC=C(C=C3)[N+](=O)[O-])C1=O (4-Nitrobenzyl (1S,5R,6S)-6-((1R)-1-hydroxyethyl)-1-methyl-2-[7-(pyridin-2-yl)thioimidazo[5,1-b]thiazol-2-yl]-1-carbapen-2-em-3-carboxylate), C(C)(=O)OCC (Ethyl acetate). Run in CC(=O)C (acetone). Run at temperature 40 celsius, time 4 day. Yields the product C(N)(=O)C[N+]1=C(C=CC=C1)SC=1N=CN2C1SC(=C2)C=2[C@@H]([C@H]1N(C2C(=O)[O-])C([C@@H]1[C@@H](C)O)=O)C ((1S,5R,6S)-2-[7-(1-Carbamoylmethylpyridinium-2-yl)thioimidazo[5,1-b]thiazol-2-yl]-6-((1R)-1-hydroxyethyl)-1-methyl-1-carbapen-2-em-3-carboxylate). RXN SMILES: [OH:1][C@@H:2]([C@H:4]1[C:39](=[O:40])[N:6]2[C:7]([C:26]([O:28]CC3C=CC([N+]([O-])=O)=CC=3)=[O:27])=[C:8]([C:11]3[S:15][C:14]4=[C:16]([S:19][C:20]5[CH:25]=[CH:24][CH:23]=[CH:22][N:21]=5)[N:17]=[CH:18][N:13]4[CH:12]=3)[C@H:9]([CH3:10])[C@H:5]12)[CH3:3].I[CH2:42][C:43]([NH2:45])=[O:44].C(OCC)(=O)C>CC(C)=O>[C:43]([CH2:42][N+:21]1[CH:22]=[CH:23][CH:24]=[CH:25][C:20]=1[S:19][C:16]1[N:17]=[CH:18][N:13]2[CH:12]=[C:11]([C:8]3[C@H:9]([CH3:10])[C@@H:5]4[C@@H:4]([C@H:2]([OH:1])[CH3:3])[C:39](=[O:40])[N:6]4[C:7]=3[C:26]([O-:28])=[O:27])[S:15][C:14]=12)(=[O:44])[NH2:45]. Procedure: 4-Nitrobenzyl (1S,5R,6S)-6-((1R)-1-hydroxyethyl)-1-methyl-2-[7-(pyridin-2-yl)thioimidazo[5,1-b]thiazol-2-yl]-1-carbapen-2-em-3-carboxylate (42.2 mg) was dissolved in 2 ml of acetone. 2-Iodoacetamide (140 mg) was added to the solution. The mixture was stirred at 40° C. for 4 days. Ethyl acetate (4 ml) was added to the reaction solution, and the resultant precipitate was collected, and was reacted in the same manner as in Example 1c). The reaction product was purified by column chromatography on C... Reported procedure: To a solution of t-butyl (2-phenylethyl)(7R*,8S*)-[7-hydroxy-6,6-dimethyl-3-oxo-2,3,4,6,7,8-hexahydro-1,5-dioxa-4-aza-anthracene-8-yl]carbamate (106 mg, 0.23 mmol) in dimethylformamide (2 mL), potassium carbonate (79 mg, 0.57 mmol) and methyl iodide (28 δL, 0.46 mmol) were added at room temperature, and the resulting mixture was stirred at room temperature for 4 hours. Upon the completion of the reaction, saturated ammonium chloride aqueous solution was added thereto, the resulting solution was ... Isolated yield 100.0%. RXN SMILES: [C:1]1([CH2:7][CH2:8][N:9]([C@H:17]2[C:30]3[CH:29]=[C:28]4[C:23]([NH:24][C:25](=[O:31])[CH2:26][O:27]4)=[CH:22][C:21]=3[O:20][C:19]([CH3:33])([CH3:32])[C@@H:18]2[OH:34])[C:10](=[O:16])[O:11][C:12]([CH3:15])([CH3:14])[CH3:13])[CH:6]=[CH:5][CH:4]=[CH:3][CH:2]=1.[C:35](=O)([O-])[O-].[K+].[K+].CI.[Cl-].[NH4+]>CN(C)C=O>[C:1]1([CH2:7][CH2:8][N:9]([C@H:17]2[C:30]3[CH:29]=[C:28]4[C:23]([N:24]([CH3:35])[C:25](=[O:31])[CH2:26][O:27]4)=[CH:22][C:21]=3[O:20][C:19]([CH3:33])([CH3:32])[C@@H:18]2[OH:34])[C:10](=[O:16])[O:11][C:12]([CH3:15])([CH3:14])[CH3:13])[CH:6]=[CH:5][CH:4]=[CH:3][CH:2]=1 |f:1.2.3,5.6|. Conditions: time 4 hour. The solvent is CN(C=O)C (dimethylformamide). Yields the product C1(=CC=CC=C1)CCN(C(OC(C)(C)C)=O)[C@@H]1[C@H](C(OC=2C=C3N(C(COC3=CC12)=O)C)(C)C)O (t-Butyl (2-phenylethyl)(7R*,8S*)-[7-hydroxy-4,6,6-trimethyl-3-oxo-2,3,4,6,7,8-hexahydro-1,5-dioxa-4-aza-anthracene-8-yl]carbamate). Starting materials: C1(=CC=CC=C1)CCN(C(OC(C)(C)C)=O)[C@@H]1[C@H](C(OC=2C=C3NC(COC3=CC12)=O)(C)C)O (t-butyl (2-phenylethyl)(7R*,8S*)-[7-hydroxy-6,6-dimethyl-3-oxo-2,3,4,6,7,8-hexahydro-1,5-dioxa-4-aza-anthracene-8-yl]carbamate), C([O-])([O-])=O.[K+].[K+] (potassium carbonate), CI (methyl iodide), [Cl-].[NH4+] (ammonium chloride). The reactants are CN(CCCN=C=N)C (3-dimethylaminopropylcarbodiimide), CC=1N=CSC1CN1CCC(=CC2=C1C=CC=C2)C(=O)O (1-[(4-methylthiazol-5-yl)methyl]-2,3-dihydro-1-benzazepine-4-carboxylic acid), CN(C1CCOCC1)CC1=CC=C(N)C=C1 (4-[[N-methyl-N-(tetrahydropyran-4-yl)amino]methyl]aniline), ON1N=NC2=C1C=CC=C2 (1-hydroxybenzotriazole). The reagents and catalysts are CN(C)C1=CC=NC=C1 (N,N-dimethyl-4-aminopyridine). Run in O (water), CN(C)C=O (DMF). Conditions: time 8 hour. Product: CC=1N=CSC1CN1CCC(=CC2=C1C=CC=C2)C(=O)N (1-[(4-methylthiazol-5-yl)methyl]-2,3-dihydro-1-benzazepine-4-carboxamide). Isolated yield 5.9%. RXN SMILES: [CH3:1][C:2]1[N:3]=[CH:4][S:5][C:6]=1[CH2:7][N:8]1[C:14]2[CH:15]=[CH:16][CH:17]=[CH:18][C:13]=2[CH:12]=[C:11]([C:19]([OH:21])=O)[CH2:10][CH2:9]1.C[N:23](CC1C=CC(N)=CC=1)C1CCOCC1.ON1C2C=CC=CC=2N=N1.CN(C)CCCN=C=N>CN(C1C=CN=CC=1)C.CN(C=O)C.O>[CH3:1][C:2]1[N:3]=[CH:4][S:5][C:6]=1[CH2:7][N:8]1[C:14]2[CH:15]=[CH:16][CH:17]=[CH:18][C:13]=2[CH:12]=[C:11]([C:19]([NH2:23])=[O:21])[CH2:10][CH2:9]1. Procedure: A catalytic amount of N,N-dimethyl-4-aminopyridine was added to a solution of 7-butoxyethoxyphenyl)-1-[(4-methylthiazol-5-yl)methyl]-2,3-dihydro-1-benzazepine-4-carboxylic acid (150 mg), 4-[[N-methyl-N-(tetrahydropyran-4-yl)amino]methyl]aniline (88 mg) and 1-hydroxybenzotriazole (96 mg) in DMF (15 ml), followed by addition of 1-ethyl-3-(3-dimethylaminopropylcarbodiimide (137 mg). The mixture was stirred under nitrogen atmosphere at room temperature overnight. To the mixture was added water, and ... Reactants: CCOC(C)=O, NC=O, Fc1cccc(F)n1, O. Yields the product O=CNc1cccc(F)n1. RXN SMILES: [CH3:10][CH2:11][O:12][C:13](=[O:14])[CH3:15].[CH:16](=[O:17])[NH2:18].[F:1][c:2]1[n:3][c:4]([F:8])[cH:5][cH:6][cH:7]1.[OH2:9]>>[F:1][c:2]1[n:3][c:4]([NH:18][CH:16]=[O:17])[cH:5][cH:6][cH:7]1. The reactants are S1C=NC=C1 (thiazole), C(C)(=O)[O-].[K+] (potassium acetate), FC1=CC=C(C=C1)I (1-fluoro-4-iodobenzene). Reagents/catalysts: [OH-].[Pd+2].[OH-] (palladium hydroxide). The solvent is O (water), CC(=O)N(C)C (DMA). Conditions: temperature 145 celsius, time 16 hour. Yields the product FC1=CC=C(C=C1)C1=CN=CS1 (5-(4-fluorophenyl)thiazole). Isolated yield 21.3%. As a reaction SMILES: [S:1]1[CH:5]=[CH:4][N:3]=[CH:2]1.C([O-])(=O)C.[K+].[F:11][C:12]1[CH:17]=[CH:16][C:15](I)=[CH:14][CH:13]=1>CC(N(C)C)=O.O.[OH-].[Pd+2].[OH-]>[F:11][C:12]1[CH:17]=[CH:16][C:15]([C:5]2[S:1][CH:2]=[N:3][CH:4]=2)=[CH:14][CH:13]=1 |f:1.2,6.7.8|. Procedure: To a sealed tube containing a solution of thiazole (2 g, 23.53 mmol) in DMA (10 mL) was added potassium acetate (6.9 g, 70.58 mmol), 1-fluoro-4-iodobenzene (15.6 g, 70.58 mmol), and palladium hydroxide\C (0.53 g, 2.35 mmol) under nitrogen. The reaction mixture was heated to 145° C. and stirred for 16 h. The reaction mixture was cooled to room temperature and diluted with water (200 mL), filtered through Celite® reagent, and extracted with ethyl acetate (300 mL). The organic layer was dried over ...